Dataset: the Open Reaction Database (ORD), a public repository of structured organic reaction records. Task: describe an organic reaction: reactants, conditions, products, and yield The reactants are BrC=1C=C(CN(C(=O)C2=C(C=C(C(=C2)C(=O)O)C(=O)O)C(=O)O)[C@H]2CCCC3=CC=CC=C23)C=CC1 (5-({(3-bromobenzyl)[(1S)-1,2,3,4-tetrahydro-1-naphthalenyl]amino}carbonyl)-1,2,4-benzenetricarboxylic acid), ClC1=C(C=CC=C1)B(O)O (2-chlorophenylboronic acid). Yields the product ClC1=C(C=CC=C1)C1=CC(=CC=C1)CN(C(=O)C1=C(C=C(C(=C1)C(=O)O)C(=O)O)C(=O)O)[C@H]1CCCC2=CC=CC=C12 (5-({[(2′-chloro[1,1′-biphenyl]-3-yl)methyl][(1S)-1,2,3,4-tetrahydro-1-naphthalenyl]amino]carbonyl)-1,2,4-benzenetricarboxylic acid). RXN SMILES: Br[C:2]1[CH:3]=[C:4]([CH:34]=[CH:35][CH:36]=1)[CH2:5][N:6]([C@@H:24]1[C:33]2[C:28](=[CH:29][CH:30]=[CH:31][CH:32]=2)[CH2:27][CH2:26][CH2:25]1)[C:7]([C:9]1[CH:14]=[C:13]([C:15]([OH:17])=[O:16])[C:12]([C:18]([OH:20])=[O:19])=[CH:11][C:10]=1[C:21]([OH:23])=[O:22])=[O:8].[Cl:37][C:38]1[CH:43]=[CH:42][CH:41]=[CH:40][C:39]=1B(O)O>>[Cl:37][C:38]1[CH:43]=[CH:42][CH:41]=[CH:40][C:39]=1[C:2]1[CH:36]=[CH:35][CH:34]=[C:4]([CH2:5][N:6]([C@@H:24]2[C:33]3[C:28](=[CH:29][CH:30]=[CH:31][CH:32]=3)[CH2:27][CH2:26][CH2:25]2)[C:7]([C:9]2[CH:14]=[C:13]([C:15]([OH:17])=[O:16])[C:12]([C:18]([OH:20])=[O:19])=[CH:11][C:10]=2[C:21]([OH:23])=[O:22])=[O:8])[CH:3]=1. Reported procedure: The product from Example 15B (165 mg, 0.3 mmol) and 2-chlorophenylboronic acid were processed as described in Example 85 to provide the title compound. Starting materials: C(C)C1=CC(=C(NC1=O)C)C=1C=NC=C(C1)C(=O)O (5′-ethyl-2′-methyl-6′-oxo-1′,6′-dihydro-[3,3′]bipyridinyl-5-carboxylic acid), [N+](=O)([O-])C1=CC=C(C=C1)CCN (2-(4-nitro-phenyl)-ethyl-amine). The product is [N+](=O)([O-])C1=CC=C(C=C1)CCNC(=O)C=1C=C(C=NC1)C1=C(NC(C(=C1)CC)=O)C (5′-Ethyl-2′-methyl-6′-oxo-1′,6′-dihydro-[3,3′]bipyridinyl-5-carboxylic acid [2-(4-nitro-phenyl)-ethyl]-amide). RXN SMILES: [CH2:1]([C:3]1[C:8](=[O:9])[NH:7][C:6]([CH3:10])=[C:5]([C:11]2[CH:12]=[N:13][CH:14]=[C:15]([C:17]([OH:19])=O)[CH:16]=2)[CH:4]=1)[CH3:2].[N+:20]([C:23]1[CH:28]=[CH:27][C:26]([CH2:29][CH2:30][NH2:31])=[CH:25][CH:24]=1)([O-:22])=[O:21]>>[N+:20]([C:23]1[CH:24]=[CH:25][C:26]([CH2:29][CH2:30][NH:31][C:17]([C:15]2[CH:16]=[C:11]([C:5]3[CH:4]=[C:3]([CH2:1][CH3:2])[C:8](=[O:9])[NH:7][C:6]=3[CH3:10])[CH:12]=[N:13][CH:14]=2)=[O:19])=[CH:27][CH:28]=1)([O-:22])=[O:21]. Reported procedure: Method 1, Example 205 is substantially repeated except for utilizing 5′-ethyl-2′-methyl-6′-oxo-1′,6′-dihydro-[3,3′]bipyridinyl-5-carboxylic acid and 2-(4-nitro-phenyl)-ethyl-amine to afford the title compound. MS: m/e=407 (M+H). 1H NMR (δ ppm): 11.72 (s, 1H); 8.87 (d, 1H, J=2.1 Hz); 8.78 (t, 1H, J=5.4 Hz); 8.68 (d, 1H, 2.1 Hz); 8.17 (d, 2H, J=8.6 Hz); 8.05 (t, 1H, J=2.1 Hz); 7.55 (d, 2H, J=8.6 Hz); 7.27 (s, 1H); 3.58 (m, 2H); 3.02 (t, 2H, J=7.1 Hz); 2.43 (q, 2H, J=7.4 Hz); 2.17 (s, 3H); 1.11 (t,... The reactants are N1N=NC=C1 (1,2,3-triazole), [H-].[Na+] (sodium hydride), COC1=CC=C(CCl)C=C1 (p-methoxybenzyl chloride). Run in CN(C)C=O (DMF), CN(C)C=O (DMF). Run at time 1 hour. Product: COC1=CC=C(CN2N=NC=C2)C=C1 (1-(p-methoxybenzyl)-1,2,3-triazole). Yield: 64.3%. As a reaction SMILES: [H-].[Na+].[NH:3]1[CH:7]=[CH:6][N:5]=[N:4]1.[CH3:8][O:9][C:10]1[CH:17]=[CH:16][C:13]([CH2:14]Cl)=[CH:12][CH:11]=1>CN(C=O)C>[CH3:8][O:9][C:10]1[CH:17]=[CH:16][C:13]([CH2:14][N:3]2[CH:7]=[CH:6][N:5]=[N:4]2)=[CH:12][CH:11]=1 |f:0.1|. Reported procedure: To a suspension of 3.5 g (0.139 mol) of sodium hydride in 120 mL of DMF at 0° C. was added 8 g (0.115 mol) of 1,2,3-triazole in 50 mL of DMF dropwise, and the mixture was allowed to warm to room temperature and stirred for 1 h. The above mixture was cooled to 0° C., and 21.8 g (0.139 mol) of p-methoxybenzyl chloride was added, and the mixture was allowed to warm to room temperature and stirred for 20 h. The reaction mixture was concentrated in vacuo and the residue was purified by chromatography... Starting materials: [Si](C1=CC=CC=C1)(C1=CC=CC=C1)(C(C)(C)C)OC[C@@H]1CNC(O1)=O ((S)-5-(((tert-butyldiphenylsilyl)oxy)methyl)oxazolidin-2-one), BrC1=NC=C(C=C1)Br (2,5-dibromopyridine), C([O-])([O-])=O.[Cs+].[Cs+] (cesium carbonate), BrC=1C=CC(=NC1)N1C(COCC1)=O (4-(5-bromopyridin-2-yl)morpholin-3-one). The reagents and catalysts are C=1C=CC(=CC1)/C=C/C(=O)/C=C/C2=CC=CC=C2.C=1C=CC(=CC1)/C=C/C(=O)/C=C/C2=CC=CC=C2.C=1C=CC(=CC1)/C=C/C(=O)/C=C/C2=CC=CC=C2.[Pd].[Pd] (Pd2(dba)3), CC1(C2=C(C(=CC=C2)P(C3=CC=CC=C3)C4=CC=CC=C4)OC5=C(C=CC=C51)P(C6=CC=CC=C6)C7=CC=CC=C7)C (xantphos). Product: BrC=1C=CC(=NC1)N1C(O[C@@H](C1)CO[Si](C1=CC=CC=C1)(C1=CC=CC=C1)C(C)(C)C)=O ((S)-3-(5-bromopyridin-2-yl)-5-(((tert-butyldiphenylsilyl)oxy)methyl)oxazolidin-2-one). Yield: 70.0%. As a reaction SMILES: [Si:1]([O:18][CH2:19][C@H:20]1[O:24][C:23](=[O:25])[NH:22][CH2:21]1)([C:14]([CH3:17])([CH3:16])[CH3:15])([C:8]1[CH:13]=[CH:12][CH:11]=[CH:10][CH:9]=1)[C:2]1[CH:7]=[CH:6][CH:5]=[CH:4][CH:3]=1.Br[C:27]1[CH:32]=[CH:31][C:30]([Br:33])=[CH:29][N:28]=1.C(=O)([O-])[O-].[Cs+].[Cs+].BrC1C=CC(N2CCOCC2=O)=NC=1>C1C=CC(/C=C/C(/C=C/C2C=CC=CC=2)=O)=CC=1.C1C=CC(/C=C/C(/C=C/C2C=CC=CC=2)=O)=CC=1.C1C=CC(/C=C/C(/C=C/C2C=CC=CC=2)=O)=CC=1.[Pd].[Pd].CC1(C)C2C(=C(P(C3C=CC=CC=3)C3C=CC=CC=3)C=CC=2)OC2C(P(C3C=CC=CC=3)C3C=CC=CC=3)=CC=CC1=2>[Br:33][C:30]1[CH:31]=[CH:32][C:27]([N:22]2[CH2:21][C@@H:20]([CH2:19][O:18][Si:1]([C:14]([CH3:15])([CH3:16])[CH3:17])([C:8]3[CH:9]=[CH:10][CH:11]=[CH:12][CH:13]=3)[C:2]3[CH:7]=[CH:6][CH:5]=[CH:4][CH:3]=3)[O:24][C:23]2=[O:25])=[N:28][CH:29]=1 |f:2.3.4,6.7.8.9.10|. Procedure details: Compound 25a (927 mg, 2.73 mmol), 2,5-dibromopyridine (500 mg, 2.1 mmol, cesium carbonate (1.03 g, 3.15 mmol), Pd2(dba)3 (100 mg, 0.1 mmol) and xantphos (73 mg, 0.13 mmol), reacted following the synthetic method of compound 19a to afford 750 mg of viscous liquid, yield 70%. Reactants: BrCCCCCCBr, CCCC[N+](CCCC)(CCCC)CCCC, [Na+], [OH-], O, O=S(=O)([O-])O, OCCOc1cccnc1. Product: BrCCCCCCOCCOc1cccnc1. Reaction SMILES: [Br:11][CH2:12][CH2:13][CH2:14][CH2:15][CH2:16][CH2:17][Br:18].[CH2:26]([N+:27]([CH2:28][CH2:29][CH2:30][CH3:31])([CH2:32][CH2:33][CH2:34][CH3:35])[CH2:36][CH2:37][CH2:38][CH3:39])[CH2:40][CH2:41][CH3:42].[Na+:20].[OH-:19].[OH2:43].[S:21](=[O:22])(=[O:23])([OH:24])[O-:25].[n:1]1[cH:2][c:3]([O:7][CH2:8][CH2:9][OH:10])[cH:4][cH:5][cH:6]1>>[n:1]1[cH:2][c:3]([O:7][CH2:8][CH2:9][O:10][CH2:17][CH2:16][CH2:15][CH2:14][CH2:13][CH2:12][Br:11])[cH:4][cH:5][cH:6]1. Starting materials: C1CCC(CC1)N=C=NC2CCCCC2 (DCC), N([C@@H](CC(OCC1=CC=CC=C1)=O)C(=O)O)C(=O)OC(C)(C)C (Boc-Asp(OBzl)-OH), COC1=CC=C(C=C1)CCN (4-methoxyphenylethyl amine). Run in C(Cl)Cl (CH2Cl2), C(Cl)Cl (CH2Cl2). Product: N([C@@H](CC(OCC1=CC=CC=C1)=O)C(=O)O)C(=O)OC(C)(C)C.COC1=CC=C(C=C1)CC[NH-] (Boc-Asp(OBzl) 2-(4-methoxyphenyl)ethyl amide). As a reaction SMILES: [NH:1]([C:17]([O:19][C:20]([CH3:23])([CH3:22])[CH3:21])=[O:18])[C@H:2]([C:14]([OH:16])=[O:15])[CH2:3][C:4](=[O:13])[O:5][CH2:6][C:7]1[CH:12]=[CH:11][CH:10]=[CH:9][CH:8]=1.C1CCC(N=C=NC2CCCCC2)CC1.[CH3:39][O:40][C:41]1[CH:46]=[CH:45][C:44]([CH2:47][CH2:48][NH2:49])=[CH:43][CH:42]=1>C(Cl)Cl>[NH:1]([C:17]([O:19][C:20]([CH3:23])([CH3:22])[CH3:21])=[O:18])[C@H:2]([C:14]([OH:16])=[O:15])[CH2:3][C:4](=[O:13])[O:5][CH2:6][C:7]1[CH:12]=[CH:11][CH:10]=[CH:9][CH:8]=1.[CH3:39][O:40][C:41]1[CH:46]=[CH:45][C:44]([CH2:47][CH2:48][NH-:49])=[CH:43][CH:42]=1 |f:4.5|. Procedure: Boc-Asp(OBzl)-OH (38.8 g; 0.12 Mole) was dissolved in CH2Cl2 (250 ml) and cooled in a dry ice/acetone bath. DCC (24.75 g: 0.12 Mole) dissolved in CH2Cl2 (50 ml) was added slowly. After stirring for 10 minutes 4-methoxyphenylethyl amine(15.1 g; 0.1 Mole) was added dropwise and stirring was continued for another hour at room temperature. The mixture was filtered and the filtrate was washed with saturated NaHCO3 solution (3 x 50 ml) and 1N HCl (50 ml). The organic phase was dried over sodium sulfat...